Task: describe an organic reaction: reactants, conditions, products, and yield. Dataset: the Open Reaction Database (ORD), a public repository of structured organic reaction records The reactants are C(O)([O-])=O.[Na+] (sodium hydrogen carbonate), O=C1C=C(OC2=C1C=CC(=C2)OCCCCCCCOC2=C(C=CC=C2)CCC)C(=O)O (4-oxo-7-[7-(2-n-propyl phenoxy)heptyloxy]-4H-1-benzopyran-2-carboxylic acid). Run in O (water), O (water). Yields the product O=C1C=C(OC2=C1C=CC(=C2)OCCCCCCCOC2=C(C=CC=C2)CCC)C(=O)[O-].[Na+] (sodium 4-oxo-7-[7-(2-n-propyl phenoxy)heptyloxy]-4H-1-benzopyran-2-carboxylate). RXN SMILES: C(=O)([O-])O.[Na+:5].[O:6]=[C:7]1[C:12]2[CH:13]=[CH:14][C:15]([O:17][CH2:18][CH2:19][CH2:20][CH2:21][CH2:22][CH2:23][CH2:24][O:25][C:26]3[CH:31]=[CH:30][CH:29]=[CH:28][C:27]=3[CH2:32][CH2:33][CH3:34])=[CH:16][C:11]=2[O:10][C:9]([C:35]([OH:37])=[O:36])=[CH:8]1>O>[O:6]=[C:7]1[C:12]2[CH:13]=[CH:14][C:15]([O:17][CH2:18][CH2:19][CH2:20][CH2:21][CH2:22][CH2:23][CH2:24][O:25][C:26]3[CH:31]=[CH:30][CH:29]=[CH:28][C:27]=3[CH2:32][CH2:33][CH3:34])=[CH:16][C:11]=2[O:10][C:9]([C:35]([O-:37])=[O:36])=[CH:8]1.[Na+:5] |f:0.1,4.5|. Procedure details: A solution of 0.412 parts of sodium hydrogen carbonate in 20 parts of water was added to a suspension of 2.19 parts of 4-oxo-7-[7-(2-n-propyl phenoxy)heptyloxy]-4H-1-benzopyran-2-carboxylic acid in 30 parts of water and the mixture heated until a clear solution was obtained. The filtrate was freeze dried to furnish 2.19 parts of sodium 4-oxo-7-[7-(2-n-propyl phenoxy)heptyloxy]-4H-1-benzopyran-2-carboxylate. Reaction SMILES: [Br:16][CH2:17][CH2:18][CH:19]([CH3:20])[CH3:21].[CH2:22]1[O:23][CH2:24][CH2:25][CH2:26]1.[H-:15].[Na+:14].[OH:1][c:2]1[c:3]([CH:12]=[O:13])[c:4]2[cH:5][cH:6][cH:7][cH:8][c:9]2[cH:10][cH:11]1>>[O:1]([c:2]1[c:3]([CH:12]=[O:13])[c:4]2[cH:5][cH:6][cH:7][cH:8][c:9]2[cH:10][cH:11]1)[CH2:17][CH2:18][CH:19]([CH3:20])[CH3:21]. The reactants are CC(C)CCBr, C1CCOC1, [H-], [Na+], O=Cc1c(O)ccc2ccccc12. The product is CC(C)CCOc1ccc2ccccc2c1C=O. Reactants: O (water), O=C1NC(NC=C1C(=O)OCC)=S (ethyl 4-oxo-2-thioxo-1,2,3,4-tetrahydro-5-pyrimidinecarboxylate), ClC1=C(C=C(C=C1)OC1=CC=C(C=C1)CCl)C(F)(F)F (1-chloro-4-{[4-(chloromethyl)phenyl]oxy}-2-(trifluoromethyl)benzene), C(=O)([O-])[O-].[K+].[K+] (K2CO3). Solvent: CN(C)C=O (DMF). Reaction conditions: temperature 80 celsius. The product is ClC1=C(C=C(C=C1)OC1=CC=C(C=C1)CSC=1NC=C(C(N1)=O)C(=O)OCC)C(F)(F)F (ethyl 2-{[(4-{[4-chloro-3-(trifluoromethyl)phenyl]oxy}phenyl)methyl]thio}-4-oxo-1,4-dihydro-5-pyrimidinecarboxylate). Yield: 100.0%. As a reaction SMILES: [O:1]=[C:2]1[C:7]([C:8]([O:10][CH2:11][CH3:12])=[O:9])=[CH:6][NH:5][C:4](=[S:13])[NH:3]1.[Cl:14][C:15]1[CH:20]=[CH:19][C:18]([O:21][C:22]2[CH:27]=[CH:26][C:25]([CH2:28]Cl)=[CH:24][CH:23]=2)=[CH:17][C:16]=1[C:30]([F:33])([F:32])[F:31].C([O-])([O-])=O.[K+].[K+].O>CN(C=O)C>[Cl:14][C:15]1[CH:20]=[CH:19][C:18]([O:21][C:22]2[CH:23]=[CH:24][C:25]([CH2:28][S:13][C:4]3[NH:5][CH:6]=[C:7]([C:8]([O:10][CH2:11][CH3:12])=[O:9])[C:2](=[O:1])[N:3]=3)=[CH:26][CH:27]=2)=[CH:17][C:16]=1[C:30]([F:31])([F:32])[F:33] |f:2.3.4|. Reported procedure: A mixture of ethyl 4-oxo-2-thioxo-1,2,3,4-tetrahydro-5-pyrimidinecarboxylate (1.016 g, 5.07 mmol), 1-chloro-4-{[4-(chloromethyl)phenyl]oxy}-2-(trifluoromethyl)benzene (1.793 g, 5.58 mmol) and K2CO3 (0.771 g, 5.58 mmol) in DMF (15 mL) was heated with a microwave reactor at 80° C. for 0.5 h. The mixture was poured into 100 mL water and extracted with EA. The organic phase was dried over sodium sulfate, filtered, and concentrated to afford the title compound (2.461 g, 5.07 mmol, 100% yield). LCMS: ... The reactants are C(C)(C)(C)OC(=O)N1CCC(CC1)OC1=C(C=CC=C1)C(F)(F)F (4-(2-trifluoromethyl-phenoxy)-piperidine-1-carboxylic acid tert-butyl ester), C(=O)(C(F)(F)F)O (TFA). Conditions: time 2 hour. Isolated yield 99.0%. Procedure: To a stirred solution of 2-trifluoromethyl-phenol (1 g, 0.00617 mole) in DMF (10 mL) was added cesium carbonate (4.01 g, 0.0123 mole), followed by 4-methanesulfonyloxy-piperidine-1-carboxylic acid tert-butyl ester (1.72 g, 0.00616 mole). The reaction mixture was heated at 60° C. overnight. The mixture was then diluted with water and the product was extracted with ethyl acetate. The ethyl acetate layer was washed with brine solution, dried over sodium sulfate, and concentrated under reduced press... Product: FC(C(=O)O)(F)F.FC(C1=C(OC2CCNCC2)C=CC=C1)(F)F (4-(2-trifluoromethyl-phenoxy)-piperidine trifluoracetate). Solvent: ClCCl (dichloromethane). Reaction SMILES: C(OC([N:8]1[CH2:13][CH2:12][CH:11]([O:14][C:15]2[CH:20]=[CH:19][CH:18]=[CH:17][C:16]=2[C:21]([F:24])([F:23])[F:22])[CH2:10][CH2:9]1)=O)(C)(C)C.[C:25]([OH:31])([C:27]([F:30])([F:29])[F:28])=[O:26]>ClCCl>[F:28][C:27]([F:30])([F:29])[C:25]([OH:31])=[O:26].[F:24][C:21]([F:22])([F:23])[C:16]1[CH:17]=[CH:18][CH:19]=[CH:20][C:15]=1[O:14][CH:11]1[CH2:12][CH2:13][NH:8][CH2:9][CH2:10]1 |f:3.4|. Starting materials: COc1ccc(C2OC2C(N)=O)cc1, CN(C)CCNc1ccccc1S, CO, O, O, O, O, O, O, O, O=S(=O)(O)O, Cc1ccccc1C. Product: COc1ccc(C(Sc2ccccc2NCCN(C)C)C(O)C(N)=O)cc1. As a reaction SMILES: [CH3:1][O:2][c:3]1[cH:4][cH:5][c:6]([CH:9]2[CH:10]([C:11](=[O:12])[NH2:13])[O:14]2)[cH:7][cH:8]1.[CH3:23][N:24]([CH2:25][CH2:26][NH:27][c:28]1[c:29]([SH:34])[cH:30][cH:31][cH:32][cH:33]1)[CH3:35].[CH3:48][OH:49].[OH2:36].[OH2:37].[OH2:38].[OH2:39].[OH2:40].[OH2:41].[OH2:42].[S:43]([OH:44])([OH:45])(=[O:46])=[O:47].[c:15]1([CH3:16])[c:17]([CH3:18])[cH:19][cH:20][cH:21][cH:22]1>>[CH3:1][O:2][c:3]1[cH:4][cH:5][c:6]([CH:9]([CH:10]([C:11](=[O:12])[NH2:13])[OH:14])[S:34][c:29]2[c:28]([NH:27][CH2:26][CH2:25][N:24]([CH3:23])[CH3:35])[cH:33][cH:32][cH:31][cH:30]2)[cH:7][cH:8]1. The reactants are C1(=CC=CC=C1)C1CC(CC(C1)=O)=O (5-phenylcyclohexane-1,3-dione), BrBr (bromine). Run in CC(=O)O (AcOH). Product: BrC1C(CC(CC1=O)C1=CC=CC=C1)=O (2-Bromo-5-phenylcyclohexane-1,3-dione). Reaction SMILES: [C:1]1([CH:7]2[CH2:12][C:11](=[O:13])[CH2:10][C:9](=[O:14])[CH2:8]2)[CH:6]=[CH:5][CH:4]=[CH:3][CH:2]=1.[Br:15]Br>CC(O)=O>[Br:15][CH:10]1[C:9](=[O:14])[CH2:8][CH:7]([C:1]2[CH:2]=[CH:3][CH:4]=[CH:5][CH:6]=2)[CH2:12][C:11]1=[O:13]. Procedure: To a stirred solution of 5-phenylcyclohexane-1,3-dione (1.88 g, 10 mmol) in AcOH (20 mL) at r.t. was added bromine (1.6 g, 0.51 mL, 10 mmol) dropwise. The reaction was carried out according to Method A to give the title compound in quantitative yield as a light brown solid, which was used without further purification. LCMS (ES+) 266.8 (M+H)+. Starting materials: C1(=CC=CC=C1)P(=O)(C1=CC=CC=C1)OC=1[C@@H]([C@@H]2N(C1C(=O)OCC1=CC=C(C=C1)[N+](=O)[O-])C([C@@H]2[C@@H](C)O)=O)C (p-nitrobenzyl (1R,5S,6S)-2-diphenylphosphoryloxy-6-[(R)-1-hydroxyethyl]-1-methylcarbapen-2-em-3-carboxylate), C(C)(C)N(CC)C(C)C (diisopropylethylamine), C(C)(=O)SC1CN(C1)C=1SC=C(N1)CO[Si](C)(C)C(C)(C)C (3-acetylthio-1-(4-t-butyldimethylsilyloxymethyl-1,3-thiazol-2-yl)azetidine), C(C)(=O)O.NN (hydrazine acetate), C(O)([O-])=O.[Na+] (sodium hydrogencarbonate). The solvent is C(C)#N (acetonitrile), CN(C=O)C (dimethylformamide), C(C)(=O)OCC (ethyl acetate). Reaction conditions: time 1 hour. The product is [Si](C)(C)(C(C)(C)C)OCC=1N=C(SC1)N1CC(C1)SC=1[C@@H]([C@H]2N(C1C(=O)OCC1=CC=C(C=C1)[N+](=O)[O-])C([C@@H]2[C@@H](C)O)=O)C (p-nitrobenzyl (1R,5S,6S)-2-[1-(4-t-butyldimethylsilyloxymethyl-1,3-thiazol-2-yl)azetidin-3-yl]thio-6-[(R)-1-hydroxyethyl]-1-methylcarbapen-2-em-3-carboxylate). Isolated yield 93.8%. Reaction SMILES: C([S:4][CH:5]1[CH2:8][N:7]([C:9]2[S:10][CH:11]=[C:12]([CH2:14][O:15][Si:16]([C:19]([CH3:22])([CH3:21])[CH3:20])([CH3:18])[CH3:17])[N:13]=2)[CH2:6]1)(=O)C.C(O)(=O)C.NN.C1(P(O[C:44]2[C@H:45]([CH3:68])[C@H:46]3[C@@H:63]([C@H:64]([OH:66])[CH3:65])[C:62](=[O:67])[N:47]3[C:48]=2[C:49]([O:51][CH2:52][C:53]2[CH:58]=[CH:57][C:56]([N+:59]([O-:61])=[O:60])=[CH:55][CH:54]=2)=[O:50])(C2C=CC=CC=2)=O)C=CC=CC=1.C(N(C(C)C)CC)(C)C.C(=O)([O-])O.[Na+]>CN(C)C=O.C(#N)C.C(OCC)(=O)C>[Si:16]([O:15][CH2:14][C:12]1[N:13]=[C:9]([N:7]2[CH2:8][CH:5]([S:4][C:44]3[C@H:45]([CH3:68])[C@@H:46]4[C@@H:63]([C@H:64]([OH:66])[CH3:65])[C:62](=[O:67])[N:47]4[C:48]=3[C:49]([O:51][CH2:52][C:53]3[CH:54]=[CH:55][C:56]([N+:59]([O-:61])=[O:60])=[CH:57][CH:58]=3)=[O:50])[CH2:6]2)[S:10][CH:11]=1)([C:19]([CH3:22])([CH3:20])[CH3:21])([CH3:17])[CH3:18] |f:1.2,5.6|. Reported procedure: To a solution of 3-acetylthio-1-(4-t-butyldimethylsilyloxymethyl-1,3-thiazol-2-yl)azetidine (415 mg, 1.16 mmol) (obtained as described in Reference Example 12) in dimethylformamide (20.8 ml) was added hydrazine acetate (137.0 mg, 1.39 mmol) at room temperature under an atmosphere of nitrogen and the mixture was stirred for 1 hour. After checking the completion of the reaction, a solution of p-nitrobenzyl (1R,5S,6S)-2-diphenylphosphoryloxy-6-[(R)-1-hydroxyethyl]-1-methylcarbapen-2-em-3-carboxylat... The reactants are C1CCOC1, [Li]CCCC, O=Cc1ccccc1, ClCCl, CCC[N+](=O)[O-]. Product: CCC(C(O)c1ccccc1)[N+](=O)[O-]. As a reaction SMILES: [CH2:20]1[O:21][CH2:22][CH2:23][CH2:24]1.[CH3:1][CH2:2][CH2:3][CH2:4][Li:5].[CH:12](=[O:13])[c:14]1[cH:15][cH:16][cH:17][cH:18][cH:19]1.[Cl:25][CH2:26][Cl:27].[N+:6](=[O:7])([O-:8])[CH2:9][CH2:10][CH3:11]>>[N+:6](=[O:7])([O-:8])[CH:9]([CH2:10][CH3:11])[CH:12]([OH:13])[c:14]1[cH:15][cH:16][cH:17][cH:18][cH:19]1.